This data is from the Open Reaction Database (ORD), a public repository of structured organic reaction records. The task is: describe an organic reaction: reactants, conditions, products, and yield The reactants are [OH-].[Na+] (NaOH), CC1=C(C=C(S1)C(=O)OC)C1=CC=NN1C (methyl 5-methyl-4-(1-methyl-1H-pyrazol-5-yl)-2-thiophenecarboxylate), Cl (HCl). Run in O1CCCC1 (Tetrahydrofuran). Reaction conditions: temperature 70 celsius, time 8 hour. Product: CC1=C(C=C(S1)C(=O)O)C1=CC=NN1C (5-methyl-4-(1-methyl-1H-pyrazol-5-yl)-2-thiophenecarboxylic acid). Reaction SMILES: [CH3:1][C:2]1[S:6][C:5]([C:7]([O:9]C)=[O:8])=[CH:4][C:3]=1[C:11]1[N:15]([CH3:16])[N:14]=[CH:13][CH:12]=1.[OH-].[Na+].Cl>O1CCCC1>[CH3:1][C:2]1[S:6][C:5]([C:7]([OH:9])=[O:8])=[CH:4][C:3]=1[C:11]1[N:15]([CH3:16])[N:14]=[CH:13][CH:12]=1 |f:1.2|. Procedure: To a 100 mL round-bottomed flask was added methyl 5-methyl-4-(1-methyl-1H-pyrazol-5-yl)-2-thiophenecarboxylate (1.34 g, 5.67 mmol) in Tetrahydrofuran (THF) (31 ml). 6N NaOH (31 ml, 186 mmol) was added and the reaction mixture stirred at 70° C. overnight. The reaction mixture was neutralized by slow addition of 6N HCl and partitioned between CHCl3 and H2O. The layers were separated, the organic layer dried with Na2SO4 and solvent removed. The resulting solid was used without further purification ... The reactants are Cl (hydrogen chloride), CN(CC#N)CCC(C1=CC=CC=C1)C1=CC=CC=C1 (N-methyl-N-cyanomethyl-3,3-diphenylpropylamine), N(=[N+]=[N-])[Sn](CCCC)(CCCC)CCCC (azidotributyltin), solution. The solvent is C(C)OCC (diethyl ether). Reaction conditions: temperature 80 celsius, time 16 hour. Product: Cl.CN(CC1=NN=NN1)CCC(C1=CC=CC=C1)C1=CC=CC=C1 (N-methyl-N-[(1H-tetrazol-5-yl)methyl]-3,3-diphenylpropylamine hydrochloride). The yield is 35.0%. RXN SMILES: [CH3:1][N:2]([CH2:6][CH2:7][CH:8]([C:15]1[CH:20]=[CH:19][CH:18]=[CH:17][CH:16]=1)[C:9]1[CH:14]=[CH:13][CH:12]=[CH:11][CH:10]=1)[CH2:3][C:4]#[N:5].[N:21]([Sn](CCCC)(CCCC)CCCC)=[N+:22]=[N-:23].[ClH:37]>C(OCC)C>[ClH:37].[CH3:1][N:2]([CH2:6][CH2:7][CH:8]([C:15]1[CH:20]=[CH:19][CH:18]=[CH:17][CH:16]=1)[C:9]1[CH:10]=[CH:11][CH:12]=[CH:13][CH:14]=1)[CH2:3][C:4]1[NH:23][N:22]=[N:21][N:5]=1 |f:4.5|. Reported procedure: A mixture of 0.132 g (0.5 mmol) N-methyl-N-cyanomethyl-3,3-diphenylpropylamine (from step 2) and 0.183 g (0.55 mmol) azidotributyltin (Aldrich) was stirred at 80° C. under argon for 16 hours. The reaction mixture was suspended with 1 M solution of hydrogen chloride in diethyl ether (Aldrich) and the precipitated yellow wax was purified by preparative TLC with 10% methanol in ethyl acetate to give 0.06 g (yield 35%) N-methyl-N-[(1H-tetrazol-5-yl)methyl]-3,3-diphenylpropylamine hydrochloride (Comp... Starting materials: COCCOC(N)=O, Cc1ccccc1, O=C=NCCCCCC(=O)Cl, c1ccncc1. Yields the product COCCOC(=O)NC(=O)CCCCCN=C=O. Reaction SMILES: [CH3:12][O:13][CH2:14][CH2:15][O:16][C:17]([NH2:18])=[O:19].[CH3:26][c:27]1[cH:28][cH:29][cH:30][cH:31][cH:32]1.[N:1](=[C:2]=[O:3])[CH2:4][CH2:5][CH2:6][CH2:7][CH2:8][C:9](=[O:10])[Cl:11].[cH:20]1[cH:21][cH:22][n:23][cH:24][cH:25]1>>[N:1](=[C:2]=[O:3])[CH2:4][CH2:5][CH2:6][CH2:7][CH2:8][C:9](=[O:10])[NH:18][C:17]([O:16][CH2:15][CH2:14][O:13][CH3:12])=[O:19]. Reactants: COC([C@@H](NC(C1=C(C=CC=C1Cl)Cl)=O)CC1=CC=C(C=C1)C1=C(C=CC=C1OC)OC)=O (N-(2,6-dichlorobenzoyl)-4-(2,6-dimethoxyphenyl)-L-phenylalanine methyl ester), COC=1C=CC(=CC1)P2(=S)SP(=S)(S2)C=3C=CC(=CC3)OC (Lawesson's reagent), O (water). The solvent is C=1(C(=CC=CC1)C)C (xylene). Conditions: temperature 50 celsius, time 8 hour. The product is COC([C@@H](NC(C1=C(C=CC=C1Cl)Cl)=S)CC1=CC=C(C=C1)C1=C(C=CC=C1OC)OC)=O (N-(2,6-dichlorothiobenzoyl)-4-(2,6-dimethoxyphenyl)-L-phenylalanine methyl ester). Isolated yield 96.8%. Reaction SMILES: [CH3:1][O:2][C:3](=[O:33])[C@H:4]([CH2:16][C:17]1[CH:22]=[CH:21][C:20]([C:23]2[C:28]([O:29][CH3:30])=[CH:27][CH:26]=[CH:25][C:24]=2[O:31][CH3:32])=[CH:19][CH:18]=1)[NH:5][C:6](=O)[C:7]1[C:12]([Cl:13])=[CH:11][CH:10]=[CH:9][C:8]=1[Cl:14].COC1C=CC(P2(SP(C3C=CC(OC)=CC=3)(=S)S2)=[S:43])=CC=1.O>C1(C)C(C)=CC=CC=1>[CH3:1][O:2][C:3](=[O:33])[C@H:4]([CH2:16][C:17]1[CH:22]=[CH:21][C:20]([C:23]2[C:28]([O:29][CH3:30])=[CH:27][CH:26]=[CH:25][C:24]=2[O:31][CH3:32])=[CH:19][CH:18]=1)[NH:5][C:6](=[S:43])[C:7]1[C:12]([Cl:13])=[CH:11][CH:10]=[CH:9][C:8]=1[Cl:14]. Procedure details: A mixture of N-(2,6-dichlorobenzoyl)-4-(2,6-dimethoxyphenyl)-L-phenylalanine methyl ester (0.25 g) and Lawesson's reagent (2,4-bis(4-methoxyphenyl)-1,3-dithia-2,4-diphosphetane-2,4-disufide; 0.21 g) in xylene (10 mL) was refluxed overnight. The mixture was cooled to about 50° C. and water (15 mL) was added and refluxed for 2 h. The mixture was stirred at room temperature overnight and evaporated. The residue was partitioned between EtOAc and water. The EtOAc layer was washed with water, dried an... The product is OCCCN1C(N(C2=C(C1=O)N(C(=C2)C2=CC(=CC=C2)OC(F)(F)F)C)C)=O (3-(3-hydroxypropyl)-1,5-dimethyl-6-(3-(trifluoromethoxy)phenyl)-1H-pyrrolo[3,2-d]pyrimidine-2,4(3H,5H)-dione). Yield: 37.0%. The solvent is C1CCOC1 (THF), O (water), C(Cl)Cl (DCM), O (water). Reaction SMILES: C([O:4][CH2:5][CH2:6][CH2:7][N:8]1[C:13](=[O:14])[C:12]2[N:15]([CH3:29])[C:16]([C:18]3[CH:23]=[CH:22][CH:21]=[C:20]([O:24][C:25]([F:28])([F:27])[F:26])[CH:19]=3)=[CH:17][C:11]=2[N:10]([CH3:30])[C:9]1=[O:31])(=O)C.O[Li].O>C1COCC1.O.C(Cl)Cl>[OH:4][CH2:5][CH2:6][CH2:7][N:8]1[C:13](=[O:14])[C:12]2[N:15]([CH3:29])[C:16]([C:18]3[CH:23]=[CH:22][CH:21]=[C:20]([O:24][C:25]([F:28])([F:27])[F:26])[CH:19]=3)=[CH:17][C:11]=2[N:10]([CH3:30])[C:9]1=[O:31] |f:1.2|. The reactants are C(C)(=O)OCCCN1C(N(C2=C(C1=O)N(C(=C2)C2=CC(=CC=C2)OC(F)(F)F)C)C)=O (3-(1,5-dimethyl-2,4-dioxo-6-(3-(trifluoromethoxy)phenyl)-1H-pyrrolo[3,2-d]pyrimidin-3(2H,4H,5H)-yl)propyl acetate), O[Li].O (LiOH.H2O). Reported procedure: To a solution of 3-(1,5-dimethyl-2,4-dioxo-6-(3-(trifluoromethoxy)phenyl)-1H-pyrrolo[3,2-d]pyrimidin-3(2H,4H,5H)-yl)propyl acetate (30 mg, 0.068 mmol) in THF (5 mL) and water (5 mL) was added LiOH.H2O (5.73 mg, 0.136 mmol). The reaction was stirred at RT for 30 min then diluted with DCM (5 mL) and water (5 mL). The organic layer was dried over Na2SO4 and concentrated to a residue which was purified by Prep HPLC to give 3-(3-hydroxypropyl)-1,5-dimethyl-6-(3-(trifluoromethoxy)phenyl)-1H-pyrrolo[3,... Conditions: time 30 minute. The reactants are C[Mg]Br (methylmagnesium bromide), [Cl-].[NH4+] (ammonium chloride), C(#N)C1=C(C=CC=C1)C1=CC=C(C=C1)CC=1C(N(C=2N(C1CCC)N=CN2)C2CC(C2)C(=O)OCCC)=O (propyl 3-{6-[(2′-cyanobiphenyl-4-yl)methyl]-5-oxo-7-propyl[1,2,4]triazolo[1,5-a]pyrimidin-4(5H)-yl}cyclobutanecarboxylate), [OH-].[Na+] (sodium hydroxide), Cl (hydrochloric acid). Run in O (water), O1CCCC1 (tetrahydrofuran), CO (methanol), O1CCCC1 (tetrahydrofuran). Conditions: time 2 hour. Product: C(C)(=O)[C@H]1C[C@H](C1)N1C=2N(C(=C(C1=O)CC1=CC=C(C=C1)C=1C(=CC=CC1)C#N)CCC)N=CN2 (4′-{[4-(cis-3-acetylcyclobutyl)-5-oxo-7-propyl-4,5-dihydro[1,2,4]triazolo[1,5-a]pyrimidin-6-yl]methyl}biphenyl-2-carbonitrile). Yield: 49.0%. Reaction SMILES: [C:1]([C:3]1[CH:8]=[CH:7][CH:6]=[CH:5][C:4]=1[C:9]1[CH:14]=[CH:13][C:12]([CH2:15][C:16]2[C:17](=[O:38])[N:18]([CH:28]3[CH2:31][CH:30]([C:32]([O:34]CCC)=O)[CH2:29]3)[C:19]3[N:20]([N:25]=[CH:26][N:27]=3)[C:21]=2[CH2:22][CH2:23][CH3:24])=[CH:11][CH:10]=1)#[N:2].[OH-].[Na+].Cl.[CH3:42][Mg]Br.[Cl-].[NH4+]>O1CCCC1.O.CO>[C:32]([C@@H:30]1[CH2:31][C@H:28]([N:18]2[C:17](=[O:38])[C:16]([CH2:15][C:12]3[CH:13]=[CH:14][C:9]([C:4]4[C:3]([C:1]#[N:2])=[CH:8][CH:7]=[CH:6][CH:5]=4)=[CH:10][CH:11]=3)=[C:21]([CH2:22][CH2:23][CH3:24])[N:20]3[N:25]=[CH:26][N:27]=[C:19]23)[CH2:29]1)(=[O:34])[CH3:42] |f:1.2,5.6|. Procedure details: A mixture of propyl 3-{6-[(2′-cyanobiphenyl-4-yl)methyl]-5-oxo-7-propyl[1,2,4]triazolo[1,5-a]pyrimidin-4(5H)-yl}cyclobutanecarboxylate (5 g), 1N aqueous sodium hydroxide solution (10 mL), methanol (10 mL) and tetrahydrofuran (10 mL) was stirred at room temperature for 2 hr. The reaction mixture was adjusted to pH 4 with water and 1 N hydrochloric acid and extracted with ethyl acetate. The organic layer was washed with saturated brine, dried over anhydrous magnesium sulfate, and concentrated unde...